From a dataset of the Open Reaction Database (ORD), a public repository of structured organic reaction records. describe an organic reaction: reactants, conditions, products, and yield Starting materials: O=C(Br)CBr, CCCc1cc(C(OCc2ccccc2)(C(F)(F)F)C(F)(F)F)ncc1N1CCNCC1, ClCCl. The product is CCCc1cc(C(OCc2ccccc2)(C(F)(F)F)C(F)(F)F)ncc1N1CCN(C(=O)CBr)CC1. As a reaction SMILES: [Br:33][CH2:34][C:35](=[O:36])[Br:37].[CH2:1]([c:2]1[cH:3][cH:4][cH:5][cH:6][cH:7]1)[O:8][C:9]([C:10]([F:11])([F:12])[F:13])([C:14]([F:15])([F:16])[F:17])[c:18]1[cH:19][c:20]([CH2:30][CH2:31][CH3:32])[c:21]([N:24]2[CH2:25][CH2:26][NH:27][CH2:28][CH2:29]2)[cH:22][n:23]1.[Cl:38][CH2:39][Cl:40]>>[CH2:1]([c:2]1[cH:3][cH:4][cH:5][cH:6][cH:7]1)[O:8][C:9]([C:10]([F:11])([F:12])[F:13])([C:14]([F:15])([F:16])[F:17])[c:18]1[cH:19][c:20]([CH2:30][CH2:31][CH3:32])[c:21]([N:24]2[CH2:25][CH2:26][N:27]([C:35]([CH2:34][Br:33])=[O:36])[CH2:28][CH2:29]2)[cH:22][n:23]1.